Dataset: the Open Reaction Database (ORD), a public repository of structured organic reaction records. Task: describe an organic reaction: reactants, conditions, products, and yield The product is FC=1C(=C(C(=C2C1C(=O)OC2=O)F)F)F (tetrafluorophthalic anhydride). Yield: 87.5%. The reactants are FC1(OC(C2=C(C(=C(C(=C12)F)F)F)F)=O)F (3,3,4,5,6,7-hexafluoro-1-[3H]-isobenzofuranone), mixture, C([O-])([O-])=O.[Na+].[Na+] (sodium carbonate). As a reaction SMILES: F[C:2]1(F)[C:10]2[C:5](=[C:6]([F:14])[C:7]([F:13])=[C:8]([F:12])[C:9]=2[F:11])[C:4](=[O:15])[O:3]1.C(=O)([O-])[O-:18].[Na+].[Na+]>>[F:11][C:9]1[C:8]([F:12])=[C:7]([F:13])[C:6]([F:14])=[C:5]2[C:4](=[O:15])[O:3][C:2](=[O:18])[C:10]=12 |f:1.2.3|. Reported procedure: Into a 500 ml glass reactor equipped with a reflux condenser and a stirrer, 100 g (0.413 mol) of the 3,3,4,5,6,7-hexafluoro-1-[3H]-isobenzofuranone separated by distillation from the mixture of Example 2, and 43.8 g (0.413 mol) of sodium carbonate were charged, and the mixture was reacted at 130° C. for 8 hours with vigorous stirring. Then, the reaction mixture was separated by distillation to obtain 79.5 g of tetrafluorophthalic anhydride. The yield was 87.5%.